Dataset: the Open Reaction Database (ORD), a public repository of structured organic reaction records. Task: describe an organic reaction: reactants, conditions, products, and yield Starting materials: C(C)(C)N(P(OOCCC#N)N(C(C)C)C(C)C)C(C)C (2-cyanoethoxy N,N,N′,N′-tetraisopropylphosphorodiamidite), COC1=CC=C(C(C2=CC=C(C=C2)OC)(C2=CC=CC=C2)OC[C@@H]2[C@H]([C@H]([C@@H](O2)N2C(=O)N=C(NC(C)=O)C=C2)OCCC(NC)=O)O)C=C1 (5′-O-(4,4′-Dimethoxytrityl)-2′-O-[2-(N-methylcarbamoyl)ethyl]-4-N-acetylcytidine), N1N=NN=[C-]1.C(C)(C)[NH2+]C(C)C (diisopropylammonium 1H-tetrazolide). Solvent: C(C)#N (acetonitrile), C(C)#N (acetonitrile). Reaction conditions: time 15 hour. Yields the product C(#N)CCP(O)(N(C(C)C)C(C)C)O[C@H]1[C@H]([C@@H](O[C@@H]1COC(C1=CC=C(C=C1)OC)(C1=CC=C(C=C1)OC)C1=CC=CC=C1)N1C(=O)N=C(NC(C)=O)C=C1)OCCC(NC)=O (5′-O-(4,4′-Dimethoxytrityl)-2′-O-[2-(N-methylcarbamoyl)ethyl]-4-N-acetylcytidine 3′-(2-cyanoethyl N,N′-diisopropylphosphoramidite)). Yield: 63.0%. RXN SMILES: [CH3:1][O:2][C:3]1[CH:49]=[CH:48][C:6]([C:7]([O:22][CH2:23][C@H:24]2[O:28][C@@H:27]([N:29]3[CH:39]=[CH:38][C:33]([NH:34][C:35](=[O:37])[CH3:36])=[N:32][C:30]3=[O:31])[C@H:26]([O:40][CH2:41][CH2:42][C:43](=[O:46])[NH:44][CH3:45])[C@@H:25]2[OH:47])([C:16]2[CH:21]=[CH:20][CH:19]=[CH:18][CH:17]=2)[C:8]2[CH:13]=[CH:12][C:11]([O:14][CH3:15])=[CH:10][CH:9]=2)=[CH:5][CH:4]=1.C(N(C(C)C)[P:54]([N:61]([CH:65]([CH3:67])[CH3:66])[CH:62]([CH3:64])[CH3:63])[O:55]OCCC#N)(C)C.[NH:71]1[C-:75]=NN=N1.[CH:76]([NH2+]C(C)C)(C)[CH3:77]>C(#N)C>[C:75]([CH2:76][CH2:77][PH:54]([O:47][C@@H:25]1[C@@H:24]([CH2:23][O:22][C:7]([C:16]2[CH:17]=[CH:18][CH:19]=[CH:20][CH:21]=2)([C:8]2[CH:13]=[CH:12][C:11]([O:14][CH3:15])=[CH:10][CH:9]=2)[C:6]2[CH:48]=[CH:49][C:3]([O:2][CH3:1])=[CH:4][CH:5]=2)[O:28][C@@H:27]([N:29]2[CH:39]=[CH:38][C:33]([NH:34][C:35](=[O:37])[CH3:36])=[N:32][C:30]2=[O:31])[C@@H:26]1[O:40][CH2:41][CH2:42][C:43](=[O:46])[NH:44][CH3:45])([N:61]([CH:62]([CH3:63])[CH3:64])[CH:65]([CH3:66])[CH3:67])[OH:55])#[N:71] |f:2.3|. Procedure details: The compound (480 mg, 0.71 mmol) prepared in Example 24 was dissolved in dried acetonitrile (2 mL). To the solution was added 2-cyanoethoxy N,N,N′,N′-tetraisopropylphosphorodiamidite (343 μL, 1.07 mmol) dissolved in dried acetonitrile (2 mL) and then diisopropylammonium 1H-tetrazolide (92 mg, 0.54 mmol), followed by vigorous stirring at room temperature for 15 hours. The reaction was terminated with a small amount of water, and then the reaction system was concentrated under reduced pressure, di...